Dataset: the Open Reaction Database (ORD), a public repository of structured organic reaction records. Task: describe an organic reaction: reactants, conditions, products, and yield Starting materials: COc1cccc2c1CC(NCc1ccccc1)CC2, Cc1ccc(C(=O)OC(C(=O)O)(C(=O)c2ccc(C)cc2)C(O)C(=O)O)cc1. Product: COc1cccc2c1CC(N)CC2. Reaction SMILES: [CH3:29][O:30][c:31]1[cH:32][cH:33][cH:34][c:35]2[c:40]1[CH2:39][CH:38]([NH:41][CH2:42][c:43]1[cH:44][cH:45][cH:46][cH:47][cH:48]1)[CH2:37][CH2:36]2.[c:1]1([CH3:2])[cH:3][cH:4][c:5]([C:6]([O:7][C:8]([C:9]([c:10]2[cH:11][cH:12][c:13]([CH3:14])[cH:15][cH:16]2)=[O:17])([CH:18]([C:19]([OH:20])=[O:21])[OH:22])[C:23]([OH:24])=[O:25])=[O:26])[cH:27][cH:28]1>>[CH3:29][O:30][c:31]1[cH:32][cH:33][cH:34][c:35]2[c:40]1[CH2:39][CH:38]([NH2:41])[CH2:37][CH2:36]2. Starting materials: CN1CCNCC1, CCOCC, CCOc1ccc(Cc2nc3cc(S(=O)(=O)Cl)ccc3n2CC2CC2)cc1, ClCCl. Yields the product CCOc1ccc(Cc2nc3cc(S(=O)(=O)N4CCN(C)CC4)ccc3n2CC2CC2)cc1, Cl. Reaction SMILES: [CH3:28][N:29]1[CH2:30][CH2:31][NH:32][CH2:33][CH2:34]1.[CH3:38][CH2:39][O:40][CH2:41][CH3:42].[CH:1]1([CH2:4][n:5]2[c:6]([CH2:18][c:19]3[cH:20][cH:21][c:22]([O:25][CH2:26][CH3:27])[cH:23][cH:24]3)[n:7][c:8]3[c:9]2[cH:10][cH:11][c:12]([S:14](=[O:15])(=[O:16])[Cl:17])[cH:13]3)[CH2:2][CH2:3]1.[Cl:35][CH2:36][Cl:37]>>[CH:1]1([CH2:4][n:5]2[c:6]([CH2:18][c:19]3[cH:20][cH:21][c:22]([O:25][CH2:26][CH3:27])[cH:23][cH:24]3)[n:7][c:8]3[c:9]2[cH:10][cH:11][c:12]([S:14](=[O:15])(=[O:16])[N:32]2[CH2:31][CH2:30][N:29]([CH3:28])[CH2:34][CH2:33]2)[cH:13]3)[CH2:2][CH2:3]1.[ClH:17].